The task is: describe an organic reaction: reactants, conditions, products, and yield. This data is from the Open Reaction Database (ORD), a public repository of structured organic reaction records. The reactants are C1CCOC1, CN1CCOc2ccc3c(ccn3S(=O)(=O)c3ccccc3)c2C1, [Li]CCCC, COC(=O)C1CC1. Yields the product CN1CCOc2ccc3c(cc(C(O)C4CC4)n3S(=O)(=O)c3ccccc3)c2C1. Reaction SMILES: [CH2:37]1[O:38][CH2:39][CH2:40][CH2:41]1.[CH3:1][N:2]1[CH2:3][CH2:4][O:5][c:6]2[c:7]([c:8]3[cH:9][cH:10][n:11]([S:15](=[O:16])(=[O:17])[c:18]4[cH:19][cH:20][cH:21][cH:22][cH:23]4)[c:12]3[cH:13][cH:14]2)[CH2:24]1.[CH3:25][CH2:26][CH2:27][CH2:28][Li:29].[CH:30]1([C:33](=[O:34])[O:35][CH3:36])[CH2:31][CH2:32]1>>[CH3:1][N:2]1[CH2:3][CH2:4][O:5][c:6]2[c:7]([c:8]3[cH:9][c:10]([CH:33]([CH:30]4[CH2:31][CH2:32]4)[OH:34])[n:11]([S:15](=[O:16])(=[O:17])[c:18]4[cH:19][cH:20][cH:21][cH:22][cH:23]4)[c:12]3[cH:13][cH:14]2)[CH2:24]1. Reaction SMILES: [CH3:22][OH:23].[CH3:24][C:25]1([CH3:48])[c:26]2[cH:27][cH:28][c:29]([O:37][c:38]3[cH:39][c:40]4[cH:41][cH:42][cH:43][cH:44][c:45]4[cH:46][cH:47]3)[cH:30][c:31]2[C:32]([CH3:35])([CH3:36])[CH2:33][CH2:34]1.[Cl:49][CH2:50][Cl:51].[Cr:1]([O:2][Cr:3]([O-:4])(=[O:5])=[O:6])([O-:7])(=[O:8])=[O:9].[nH+:10]1[cH:11][cH:12][cH:13][cH:14][cH:15]1.[nH+:16]1[cH:17][cH:18][cH:19][cH:20][cH:21]1>>[CH:22](=[O:23])[c:44]1[cH:43][cH:42][cH:41][c:40]2[cH:39][c:38]([O:37][c:29]3[cH:28][cH:27][c:26]4[c:31]([cH:30]3)[C:32]([CH3:35])([CH3:36])[CH2:33][CH2:34][C:25]4([CH3:24])[CH3:48])[cH:47][cH:46][c:45]21. Starting materials: CO, CC1(C)CCC(C)(C)c2cc(Oc3ccc4ccccc4c3)ccc21, ClCCl, O=[Cr](=O)([O-])O[Cr](=O)(=O)[O-], c1cc[nH+]cc1, c1cc[nH+]cc1. Product: CC1(C)CCC(C)(C)c2cc(Oc3ccc4c(C=O)cccc4c3)ccc21. The reactants are C1(=CC=CC=C1)C(=CCN1CCC2(C(N(C(O2)=O)CCC)(C)O)CC1)C1=CC=CC=C1 (8-(3,3-diphenyl-2-propenyl)-4-hydroxy-4-methyl-2-oxo-3-propyl-1-oxa-3,8-diazaspiro[4,5]decane). Run in C(C)(=O)O (acetic acid), C(C)(=O)OC(C)=O (acetic anhydride). Run at time 4.5 hour. Yields the product C1(=CC=CC=C1)C(=CCN1CCC2(C(N(C(O2)=O)CCC)=C)CC1)C1=CC=CC=C1 (8-(3,3-diphenyl-2-propenyl)-4-methylene-2-oxo-3-propyl-1-oxa-3,8-diazaspiro[4,5]decane). Yield: 85.7%. As a reaction SMILES: [C:1]1([C:7]([C:26]2[CH:31]=[CH:30][CH:29]=[CH:28][CH:27]=2)=[CH:8][CH2:9][N:10]2[CH2:25][CH2:24][C:13]3([O:17][C:16](=[O:18])[N:15]([CH2:19][CH2:20][CH3:21])[C:14]3(O)[CH3:22])[CH2:12][CH2:11]2)[CH:6]=[CH:5][CH:4]=[CH:3][CH:2]=1>C(O)(=O)C.C(OC(=O)C)(=O)C>[C:1]1([C:7]([C:26]2[CH:27]=[CH:28][CH:29]=[CH:30][CH:31]=2)=[CH:8][CH2:9][N:10]2[CH2:25][CH2:24][C:13]3([O:17][C:16](=[O:18])[N:15]([CH2:19][CH2:20][CH3:21])[C:14]3=[CH2:22])[CH2:12][CH2:11]2)[CH:2]=[CH:3][CH:4]=[CH:5][CH:6]=1. Procedure: 12.6 g of 8-(3,3-diphenyl-2-propenyl)-4-hydroxy-4-methyl-2-oxo-3-propyl-1-oxa-3,8-diazaspiro[4,5]decane are refluxed in a mixture of 126 ml of acetic acid and 5.7 ml of acetic anhydride under nitrogen while stirring for 4 to 5 hours, then the solvent is distilled off under reduced pressure. The residue is made alkaline by adding 5% by weight aqueous sodium hydroxide solution and extracted with benzene. After washing the benzene phase with water to neutral and drying over anhydrous sodium sulfate... The reactants are C(C)(C)(C)OC(COC1=C(C=C(C=C1)Cl)C#C)=O (tert-butyl(4-chloro-2-ethynylphenoxy)acetate), BrC=1C=C(C=NC1)S(=O)(=O)NCCO (5-bromo-N-(2-hydroxyethyl)pyridine-3-sulfonamide), C(C)(C)(C)OC(COC1=C(C=C(C=C1)Cl)C#C)=O (tert-butyl(4-chloro-2-ethynylphenoxy)acetate), BrC=1C=C(C=NC1)S(=O)(=O)NCCO (5-bromo-N-(2-hydroxyethyl)pyridine-3-sulfonamide). The product is ClC1=CC(=C(OCC(=O)O)C=C1)C#CC=1C=NC=C(C1)S(=O)(=O)NCCO ({4-chloro-2-[(5-{[(2-hydroxyethyl)amino]sulfonyl}pyridin-3-yl)ethynyl]phenoxy}acetic acid). RXN SMILES: C([O:5][C:6](=[O:18])[CH2:7][O:8][C:9]1[CH:14]=[CH:13][C:12]([Cl:15])=[CH:11][C:10]=1[C:16]#[CH:17])(C)(C)C.Br[C:20]1[CH:21]=[C:22]([S:26]([NH:29][CH2:30][CH2:31][OH:32])(=[O:28])=[O:27])[CH:23]=[N:24][CH:25]=1>>[Cl:15][C:12]1[CH:13]=[CH:14][C:9]([O:8][CH2:7][C:6]([OH:5])=[O:18])=[C:10]([C:16]#[C:17][C:20]2[CH:25]=[N:24][CH:23]=[C:22]([S:26]([NH:29][CH2:30][CH2:31][OH:32])(=[O:28])=[O:27])[CH:21]=2)[CH:11]=1. Procedure: Following the general method as outlined in Example 37, starting from tert-butyl(4-chloro-2-ethynyl phenoxy)acetate (Intermediate 3) and 5-bromo-N-(2-hydroxyethyl)pyridine-3-sulfonamide (Intermediate 31), the title compound was obtained as an off-white solid.